Dataset: the Open Reaction Database (ORD), a public repository of structured organic reaction records. Task: describe an organic reaction: reactants, conditions, products, and yield The reactants are ClC=1C=C(C=CC1Cl)CCC1=CC=C(C=C1)N (4-[2-(3,4-dichlorophenyl)-ethyl]benzenamine), COC(C1=C(C=CC(=C1)[N+](=O)[O-])Br)=O (2-bromo-5-nitrobenzoic acid methyl ester), C([O-])([O-])=O.[Cs+].[Cs+] (cesium carbonate), dibenzylideneacetone-dipaladium(0), C1(=CC=C(C=C1)P(C1=CC=C(C=C1)C)C1=C(C2=CC=CC=C2C=C1)C1=CC=CC2=CC=CC=C12)C (di-p-tolylphosphino-1,1′-binaphthyl). The reagents and catalysts are [Pd] (Pd). The solvent is C1(=CC=CC=C1)C (toluene), CCOCC (ether). Yields the product COC(C1=C(C=CC(=C1)[N+](=O)[O-])NC1=CC=C(C=C1)CCC1=CC(=C(C=C1)Cl)Cl)=O (2-{4-[2-(3,4-Dichloro-phenyl)-ethyl]phenylamino}-5-nitrobenzoic acid methyl ester). Isolated yield 64.4%. RXN SMILES: [Cl:1][C:2]1[CH:3]=[C:4]([CH2:9][CH2:10][C:11]2[CH:16]=[CH:15][C:14]([NH2:17])=[CH:13][CH:12]=2)[CH:5]=[CH:6][C:7]=1[Cl:8].[CH3:18][O:19][C:20](=[O:31])[C:21]1[CH:26]=[C:25]([N+:27]([O-:29])=[O:28])[CH:24]=[CH:23][C:22]=1Br.C(=O)([O-])[O-].[Cs+].[Cs+].C1(C)C=CC(P(C2C=CC3C(=CC=CC=3)C=2C2C3C(=CC=CC=3)C=CC=2)C2C=CC(C)=CC=2)=CC=1>C1(C)C=CC=CC=1.CCOCC.[Pd]>[CH3:18][O:19][C:20](=[O:31])[C:21]1[CH:26]=[C:25]([N+:27]([O-:29])=[O:28])[CH:24]=[CH:23][C:22]=1[NH:17][C:14]1[CH:13]=[CH:12][C:11]([CH2:10][CH2:9][C:4]2[CH:5]=[CH:6][C:7]([Cl:8])=[C:2]([Cl:1])[CH:3]=2)=[CH:16][CH:15]=1 |f:2.3.4|. Procedure: A mixture of 4-[2-(3,4-dichlorophenyl)-ethyl]benzenamine (600 mg, 2.25 mmol), 2-bromo-5-nitrobenzoic acid methyl ester (489 mg, 1.88 mmol), cesium carbonate (857 mg, 2.62 mmol), tris(dibenzylideneacetone-dipaladium(0) (51 mg, 0.056 mmol) and (S)-(2,2′-bis(di-p-tolylphosphino-1,1′-binaphthyl (98%, (S)-tol-BINAP) (58 mg, 0.085 mmol) (Ligand/Pd=1.5) in anhydrous toluene (16 mL) was heated to 100° C. for 12 hours under N2. After cooling, the reaction mixture was diluted with ether, filtered through ... The reactants are FC1=CC=C(C=C1)C(CC1=CC=C(C=C1)F)=NO (1,2-bis(4-fluorophenyl)ethanone oxime), BrCCBr (1,2-dibromoethane), [OH-].[Na+] (sodium hydroxide). The reagents and catalysts are [Br-].C(CCC)[N+](CCCC)(CCCC)CCCC (N,N,N,N-tetrabutylammonium bromide). Solvent: O (water). Conditions: time 17 hour. Product: BrCCON=C(CC1=CC=C(C=C1)F)C1=CC=C(C=C1)F (1,2-bis(4-fluorophenyl)ethanone O-(2-bromoethyl)oxime). Reaction SMILES: [F:1][C:2]1[CH:7]=[CH:6][C:5]([C:8](=[N:17][OH:18])[CH2:9][C:10]2[CH:15]=[CH:14][C:13]([F:16])=[CH:12][CH:11]=2)=[CH:4][CH:3]=1.[Br:19][CH2:20][CH2:21]Br.[OH-].[Na+]>[Br-].C([N+](CCCC)(CCCC)CCCC)CCC.O>[Br:19][CH2:20][CH2:21][O:18][N:17]=[C:8]([C:5]1[CH:4]=[CH:3][C:2]([F:1])=[CH:7][CH:6]=1)[CH2:9][C:10]1[CH:15]=[CH:14][C:13]([F:16])=[CH:12][CH:11]=1 |f:2.3,4.5|. Reported procedure: To a mixture of the above oxime (5.0 g, 20 mmol), 1,2-dibromoethane (18 ml) and N,N,N,N-tetrabutylammonium bromide (0.61 g, 3 mmol) was carefully added 12N sodium hydroxide (19 ml) while the temperature was kept below 35° C. After stirring at ambient temperature for 17 h, water (50 ml) was added and the resulting mixture was extracted with dichloromethane (2×100 ml). Water (100 ml) was added to the combined organic phases and pH in the aqueous phase was adjusted to 5 with 10% citric acid. The or...